From a dataset of the Open Reaction Database (ORD), a public repository of structured organic reaction records. describe an organic reaction: reactants, conditions, products, and yield Reactants: FC1=C(C(=C(C=C1OC)OC)F)C1=CC=C(C=2N=CC=NC12)C(=O)O (8-(2,6-difluoro-3,5-dimethoxy-phenyl)-quinoxaline-5-carboxylic acid), C(C)N1CCN(CC1)CC1=CC=C(C=N1)N (6-(4-ethyl-piperazin-1-ylmethyl)-pyridin-3-ylamine). Reaction conditions: time 3 hour. The product is C(C)N1CCN(CC1)CC1=CC=C(C=N1)NC(=O)C=1C=2N=CC=NC2C(=CC1)C1=C(C(=CC(=C1F)OC)OC)F (8-(2,6-Difluoro-3,5-dimethoxy-phenyl)-quinoxaline-5-carboxylic acid [6-(4-ethyl-piperazin-1-ylmethyl)-pyridin-3-yl]-amide). As a reaction SMILES: [F:1][C:2]1[C:7]([O:8][CH3:9])=[CH:6][C:5]([O:10][CH3:11])=[C:4]([F:12])[C:3]=1[C:13]1[C:22]2[N:21]=[CH:20][CH:19]=[N:18][C:17]=2[C:16]([C:23]([OH:25])=O)=[CH:15][CH:14]=1.[CH2:26]([N:28]1[CH2:33][CH2:32][N:31]([CH2:34][C:35]2[N:40]=[CH:39][C:38]([NH2:41])=[CH:37][CH:36]=2)[CH2:30][CH2:29]1)[CH3:27]>>[CH2:26]([N:28]1[CH2:29][CH2:30][N:31]([CH2:34][C:35]2[N:40]=[CH:39][C:38]([NH:41][C:23]([C:16]3[C:17]4[N:18]=[CH:19][CH:20]=[N:21][C:22]=4[C:13]([C:3]4[C:2]([F:1])=[C:7]([O:8][CH3:9])[CH:6]=[C:5]([O:10][CH3:11])[C:4]=4[F:12])=[CH:14][CH:15]=3)=[O:25])=[CH:37][CH:36]=2)[CH2:32][CH2:33]1)[CH3:27]. Procedure details: The title compound was prepared in analogy to the procedure described in Step 14.1 but using 8-(2,6-difluoro-3,5-dimethoxy-phenyl)-quinoxaline-5-carboxylic acid (Step 88.1), 6-(4-ethyl-piperazin-1-ylmethyl)-pyridin-3-ylamine (prepared as described in Example 39 but using N-ethyl-piperazine in Step 39.2), and stirring the reaction mixture for 3 h at rt. The crude product was purified by silica gel column chromatography (DCM/MeOH/NH3aq, 94:5:1). Title compound: ESI-MS: 549.1 [M+H]+; tR=3.22 min (S... Starting materials: CO (methanol), [OH-].[Na+] (NaOH), C1(=CC=CC=C1)S(=O)(=O)N1C(=CC2=C1N=CN=C2Cl)C2=CC=CC=C2 (7-Benzenesulfonyl-4-chloro6-phenyl-7H-pyrrolo[2,3-d]pyrimidine). Run in C1CCOC1 (THF). Conditions: time 15 minute. The product is ClC=1C2=C(N=CN1)NC(=C2)C2=CC=CC=C2 (4-Chloro-6-phenyl-7H-pyrrolo[2,3-d]pyrimidine). Isolated yield 76.0%. RXN SMILES: C1(S([N:10]2[C:14]3[N:15]=[CH:16][N:17]=[C:18]([Cl:19])[C:13]=3[CH:12]=[C:11]2[C:20]2[CH:25]=[CH:24][CH:23]=[CH:22][CH:21]=2)(=O)=O)C=CC=CC=1.CO.[OH-].[Na+]>C1COCC1>[Cl:19][C:18]1[C:13]2[CH:12]=[C:11]([C:20]3[CH:25]=[CH:24][CH:23]=[CH:22][CH:21]=3)[NH:10][C:14]=2[N:15]=[CH:16][N:17]=1 |f:2.3|. Reported procedure: The product from Method D was dissolved in 10 mL of THF and to this solution was added 5.0 mL of methanol and 1.0 g of NaOH. The reaction mixture was stirred for 15 min., concentrated in vacuo and partitioned between a saturated aqueous solution of ammonium chloride (NH4Cl) and ethyl acetate. The resulting aqueous layer was extracted twice with ethyl acetate. The ethylacetate layers were combined, washed with brine, dried over MgSO4, filtered and concentrated in vacuo. The crude product was puri... The reactants are NC(/C=C/C(=C/C)/NC1=CC=NC=2NC(N(CC21)CC2=CC=C(C=C2)OC)=O)=C (5-[(Z)-4-amino-1-eth-(E)-ylidene-penta-2,4-dienylamino]-3-(4-methoxy-benzyl)-3,4-dihydro-1H-pyrido[2,3-d]pyrimidin-2-one), FC1=CC(=C(C=C1)N=C=O)C(F)(F)F (4-fluoro-1-isocyanato-2-trifluoromethyl-benzene). The product is FC1=CC(=C(C=C1)NC(=O)NC1=CC=C(C=C1)NC1=CC=NC=2NC(N(CC21)CC2=CC=C(C=C2)OC)=O)C(F)(F)F (N-[4-fluoro-2-(trifluoromethyl)phenyl]-N′-(4-{[3-(4-methoxybenzyl)-2-oxo-1,2,3,4-tetrahydropyrido[2,3-d]pyrimidin-5-yl]amino}phenyl)urea). Reaction SMILES: [NH2:1][C:2](=C)/[CH:3]=[CH:4]/[C:5](/[NH:8][C:9]1[C:18]2[CH2:17][N:16]([CH2:19][C:20]3[CH:25]=[CH:24][C:23]([O:26][CH3:27])=[CH:22][CH:21]=3)[C:15](=[O:28])[NH:14][C:13]=2[N:12]=[CH:11][CH:10]=1)=[CH:6]/[CH3:7].[F:30][C:31]1[CH:36]=[CH:35][C:34]([N:37]=[C:38]=[O:39])=[C:33]([C:40]([F:43])([F:42])[F:41])[CH:32]=1>>[F:30][C:31]1[CH:36]=[CH:35][C:34]([NH:37][C:38]([NH:1][C:2]2[CH:7]=[CH:6][C:5]([NH:8][C:9]3[C:18]4[CH2:17][N:16]([CH2:19][C:20]5[CH:25]=[CH:24][C:23]([O:26][CH3:27])=[CH:22][CH:21]=5)[C:15](=[O:28])[NH:14][C:13]=4[N:12]=[CH:11][CH:10]=3)=[CH:4][CH:3]=2)=[O:39])=[C:33]([C:40]([F:41])([F:42])[F:43])[CH:32]=1. Procedure: The title compound was synthesized according to the procedure described for the preparation of Example 63 using 5-[(Z)-4-amino-1-eth-(E)-ylidene-penta-2,4-dienylamino]-3-(4-methoxy-benzyl)-3,4-dihydro-1H-pyrido[2,3-d]pyrimidin-2-one and 4-fluoro-1-isocyanato-2-trifluoromethyl-benzene. LC-MS (M+H=581, obsd.=581). As a reaction SMILES: [CH2:18]1[O:19][CH2:20][CH2:21][CH2:22]1.[CH:1]([CH3:2])([CH3:3])[N:4]1[C:5](=[O:17])[c:6]2[c:7]([cH:10][c:11]([N+:14]([O-:15])=[O:16])[cH:12][cH:13]2)[C:8]1=[O:9].[O:23]=[CH:24][N:25]([CH3:26])[CH3:27].[Pd:28]>>[CH:1]([CH3:2])([CH3:3])[N:4]1[C:5](=[O:17])[c:6]2[c:7]([cH:10][c:11]([NH2:14])[cH:12][cH:13]2)[C:8]1=[O:9]. Reactants: C1CCOC1, CC(C)N1C(=O)c2ccc([N+](=O)[O-])cc2C1=O, CN(C)C=O, [Pd]. The product is CC(C)N1C(=O)c2ccc(N)cc2C1=O. The reactants are [Al+3], C1CCOC1, [H-], [H-], [H-], [H-], [Li+], [Mg+2], [Na+], O=S(=O)([O-])[O-], [OH-], O, COc1ccc(C2CCCC(C(=O)NCCO)N2)cc1OC. Product: COc1ccc(C2CCCC(CNCCO)N2)cc1OC. As a reaction SMILES: [Al+3:24].[CH2:37]1[O:38][CH2:39][CH2:40][CH2:41]1.[H-:23].[H-:26].[H-:27].[H-:28].[Li+:25].[Mg+2:31].[Na+:30].[O-:32][S:33]([O-:34])(=[O:35])=[O:36].[OH-:29].[OH2:42].[OH:1][CH2:2][CH2:3][NH:4][C:5](=[O:6])[CH:7]1[NH:8][CH:9]([c:13]2[cH:14][c:15]([O:21][CH3:22])[c:16]([O:19][CH3:20])[cH:17][cH:18]2)[CH2:10][CH2:11][CH2:12]1>>[OH:1][CH2:2][CH2:3][NH:4][CH2:5][CH:7]1[NH:8][CH:9]([c:13]2[cH:14][c:15]([O:21][CH3:22])[c:16]([O:19][CH3:20])[cH:17][cH:18]2)[CH2:10][CH2:11][CH2:12]1. Reactants: C(C)NC(=O)OCC (N-ethylurethane), Ba(OH)2, C(C)NC(=O)OCC (N-ethylurethane), aqueous solution, C=O (formalin). The solvent is O (water). Reaction conditions: time 2 hour. Yields the product C(C)N(C(=O)OCC)CO (N-ethyl-N-(hydroxymethyl)urethane). The yield is 99.3%. As a reaction SMILES: [CH2:1]([NH:3][C:4]([O:6][CH2:7][CH3:8])=[O:5])[CH3:2].[CH2:9]=[O:10]>O>[CH2:1]([N:3]([CH2:9][OH:10])[C:4]([O:6][CH2:7][CH3:8])=[O:5])[CH3:2]. Procedure details: Under general experimental conditions reported by Kelper, JOC, 52, 453-55 (1987), a slurry of Ba(OH)2 (46.0 mg, 266 μmol) in water (480 μL) was added to a mixture of N-ethylurethane (2.04 mL, 17.1 mmol) and a 37% aqueous solution of formalin (1.28 mL, 17.1 mmol) in one portion with stirring. The mixture became cool and gradually formed a cloudy solution. The mixture was stirred at room temperature and the disappearance of N-ethylurethane monitored by TLC analysis. After 2 h, the reaction was que... Reactants: Cl (HCl), FC=1C(=NC(=NC1)C1=CN(C2=NC=C(C=C21)F)S(=O)(=O)C2=CC=C(C)C=C2)N[C@@H](/C=C/C(=O)OCC)C(C)(C)C ((S,E)-ethyl 4-((5-fluoro-2-(5-fluoro-1-tosyl-1H-pyrrolo[2,3-b]pyridin-3-yl)pyrimidin-4-yl)amino)-5,5-dimethylhex-2-enoate), 42a, [Li+].[OH-] (LiOH). Run in O1CCOCC1 (dioxane). Reaction conditions: temperature 100 celsius. The product is FC=1C(=NC(=NC1)C1=CNC2=NC=C(C=C21)F)N[C@H](/C=C/C(=O)O)C(C)(C)C ((R,E)-4-((5-fluoro-2-(5-fluoro-1H-pyrrolo[2,3-b]pyridin-3-yl)pyrimidin-4-yl)amino)-5,5-dimethylhex-2-enoic acid). Reaction SMILES: [F:1][C:2]1[C:3]([NH:28][C@H:29]([C:37]([CH3:40])([CH3:39])[CH3:38])/[CH:30]=[CH:31]/[C:32]([O:34]CC)=[O:33])=[N:4][C:5]([C:8]2[C:16]3[C:11](=[N:12][CH:13]=[C:14]([F:17])[CH:15]=3)[N:10](S(C3C=CC(C)=CC=3)(=O)=O)[CH:9]=2)=[N:6][CH:7]=1.[Li+].[OH-].Cl>O1CCOCC1>[F:1][C:2]1[C:3]([NH:28][C@@H:29]([C:37]([CH3:40])([CH3:39])[CH3:38])/[CH:30]=[CH:31]/[C:32]([OH:34])=[O:33])=[N:4][C:5]([C:8]2[C:16]3[C:11](=[N:12][CH:13]=[C:14]([F:17])[CH:15]=3)[NH:10][CH:9]=2)=[N:6][CH:7]=1 |f:1.2|. Procedure details: To a solution of (S,E)-ethyl 4-((5-fluoro-2-(5-fluoro-1-tosyl-1H-pyrrolo[2,3-b]pyridin-3-yl)pyrimidin-4-yl)amino)-5,5-dimethylhex-2-enoate, 42a, (0.064 g, 0.112 mmol) in dioxane (2 mL) was added LiOH (2 mL of 2N solution). After heating at 100° C. for 2 hours, the mixture was acidified to pH 6 with 2N HCl. The aqueous phase was extracted with ethyl acetate (3×), dried (MgSO4), filtered and concentrated in vacuo. The resulting residue was purified via preparatory HPLC (CH3CN/H2O—TFA modifier) to ... Starting materials: ClC1=NC=NC2=CC=C(C=C12)[N+](=O)[O-] (4-chloro-6-nitroquinazoline), (C8H17)3NCH3, S(=O)([O-])S(=O)[O-].[Na+].[Na+] (sodium hydrosulfite), phase. The solvent is O1CCCC1 (tetrahydrofuran), CCOCC (ether), O (water). Reaction conditions: time 2 hour. Product: NC=1C=C2C(=NC=NC2=CC1)Cl (6amino-4-chloroquinazoline). Reaction SMILES: [Cl:1][C:2]1[C:11]2[C:6](=[CH:7][CH:8]=[C:9]([N+:12]([O-])=O)[CH:10]=2)[N:5]=[CH:4][N:3]=1.S(S([O-])=O)([O-])=O.[Na+].[Na+]>O1CCCC1.O.CCOCC>[NH2:12][C:9]1[CH:10]=[C:11]2[C:6](=[CH:7][CH:8]=1)[N:5]=[CH:4][N:3]=[C:2]2[Cl:1] |f:1.2.3|. Procedure: A mixture consisting of 3.25 g of 4-chloro-6-nitroquinazoline, 10.8 g of sodium hydrosulfite, and 0.3 g of the phase transfer catalyst (C8H17)3NCH3)3NCH3+Cl−in 97 ml of tetrahydrofuran and 32 ml of water was stirred rapidly for 2 hours. The mixture was diluted with ether and the organic layer was separated. The organic solution was washed with brine and then dried over magnesium sulfate. The solution was passed through a small column of silica gel. The solvent was removed at 30° C. at reduced pr... The reactants are CC#N, CCN(C(C)C)C(C)C, ClCCl, COC(=O)CCC(C(N)=O)N1Cc2c(OCc3ccc(CBr)cc3)cccc2C1=O, c1c[nH]nn1. Product: COC(=O)CCC(C(N)=O)N1Cc2c(OCc3ccc(Cn4ccnn4)cc3)cccc2C1=O. Reaction SMILES: [CH3:48][C:49]#[N:50].[CH:36]([N:37]([CH2:38][CH3:39])[CH:40]([CH3:41])[CH3:42])([CH3:43])[CH3:44].[Cl:45][CH2:46][Cl:47].[NH2:6][C:7]([CH:8]([CH2:9][CH2:10][C:11](=[O:12])[O:13][CH3:14])[N:15]1[C:16](=[O:34])[c:17]2[cH:18][cH:19][cH:20][c:21]([O:24][CH2:25][c:26]3[cH:27][cH:28][c:29]([CH2:32][Br:33])[cH:30][cH:31]3)[c:22]2[CH2:23]1)=[O:35].[nH:1]1[n:2][n:3][cH:4][cH:5]1>>[n:1]1([CH2:32][c:29]2[cH:28][cH:27][c:26]([CH2:25][O:24][c:21]3[cH:20][cH:19][cH:18][c:17]4[c:22]3[CH2:23][N:15]([CH:8]([C:7]([NH2:6])=[O:35])[CH2:9][CH2:10][C:11](=[O:12])[O:13][CH3:14])[C:16]4=[O:34])[cH:31][cH:30]2)[n:2][n:3][cH:4][cH:5]1.